This data is from the Open Reaction Database (ORD), a public repository of structured organic reaction records. The task is: describe an organic reaction: reactants, conditions, products, and yield Starting materials: CC=1N=COC1C(C1=CC=CC=C1)=NOCC=1N=C(SC1)N (4-[({[(4-methyl-1,3-oxazol-5-yl)(phenyl)methylene]amino}oxy)methyl]-1,3-thiazol-2-amine), N1=CC=CC=C1 (pyridine), C(OCCCCC)(=O)Cl (pentyl carbonochloridoate). Run in ClCCl (dichloromethane). Conditions: time 4 hour. The product is C(CCCC)OC(NC=1SC=C(N1)CON=C(C1=CC=CC=C1)C1=C(N=CO1)C)=O (pentyl{4-[({[(4-methyl-1,3-oxazol-5-yl)(phenyl)methylene]amino}oxy)methyl]-1,3-thiazol-2-yl}carbamate). RXN SMILES: [CH3:1][C:2]1[N:3]=[CH:4][O:5][C:6]=1[C:7](=[N:14][O:15][CH2:16][C:17]1[N:18]=[C:19]([NH2:22])[S:20][CH:21]=1)[C:8]1[CH:13]=[CH:12][CH:11]=[CH:10][CH:9]=1.N1C=CC=CC=1.[C:29](Cl)(=[O:36])[O:30][CH2:31][CH2:32][CH2:33][CH2:34][CH3:35]>ClCCl>[CH2:31]([O:30][C:29](=[O:36])[NH:22][C:19]1[S:20][CH:21]=[C:17]([CH2:16][O:15][N:14]=[C:7]([C:6]2[O:5][CH:4]=[N:3][C:2]=2[CH3:1])[C:8]2[CH:9]=[CH:10][CH:11]=[CH:12][CH:13]=2)[N:18]=1)[CH2:32][CH2:33][CH2:34][CH3:35]. Procedure details: To a stirred solution of 4-[({[(4-methyl-1,3-oxazol-5-yl)(phenyl)methylene]amino}oxy)methyl]-1,3-thiazol-2-amine (95 mg, 0.3 mmol) in dichloromethane (2 mL) were added pyridine (36 mg, 0.45 mmol) and after 15 min stirring pentyl carbonochloridoate (91 mg, 0.6 mmol). After stirring at room temperature for 4 h the mixture was passed through a cartridge filled with basic alumina and 1 g silica. After rinsing with dichloromethane the final compound was eluted with heptane/ethylacetate (1/1) to affor...